From a dataset of the Open Reaction Database (ORD), a public repository of structured organic reaction records. describe an organic reaction: reactants, conditions, products, and yield The reactants are Cc1ccc(C(=O)N(CCCN2C(=O)c3ccccc3C2=O)C(c2nc3ccccc3cc2Cc2ccccc2)C(C)C)cc1F, CCO, NN. Product: Cc1ccc(C(=O)N(CCCN)C(c2nc3ccccc3cc2Cc2ccccc2)C(C)C)cc1F. Reaction SMILES: [CH2:1]([c:2]1[cH:3][cH:4][cH:5][cH:6][cH:7]1)[c:8]1[c:9]([CH:18]([CH:19]([CH3:20])[CH3:21])[N:22]([C:23]([c:24]2[cH:25][c:26]([F:31])[c:27]([CH3:30])[cH:28][cH:29]2)=[O:32])[CH2:33][CH2:34][CH2:35][N:36]2[C:37](=[O:38])[c:39]3[c:40]([cH:41][cH:42][cH:43][cH:44]3)[C:45]2=[O:46])[n:10][c:11]2[cH:12][cH:13][cH:14][cH:15][c:16]2[cH:17]1.[CH3:49][CH2:50][OH:51].[NH2:47][NH2:48]>>[CH2:1]([c:2]1[cH:3][cH:4][cH:5][cH:6][cH:7]1)[c:8]1[c:9]([CH:18]([CH:19]([CH3:20])[CH3:21])[N:22]([C:23]([c:24]2[cH:25][c:26]([F:31])[c:27]([CH3:30])[cH:28][cH:29]2)=[O:32])[CH2:33][CH2:34][CH2:35][NH2:36])[n:10][c:11]2[cH:12][cH:13][cH:14][cH:15][c:16]2[cH:17]1. The product is Nc1cc2ccccc2[nH]1, [NH-]C(=O)C=O. The reactants are CCO, O=[N+]([O-])c1cc2ccccc2[nH]1, [NH-]C(=O)C=O. RXN SMILES: [CH3:18][CH2:19][OH:20].[N+:6]([O-:7])(=[O:8])[c:9]1[nH:10][c:11]2[cH:12][cH:13][cH:14][cH:15][c:16]2[cH:17]1.[O:1]=[CH:2][C:3](=[O:4])[NH-:5]>>[NH2:6][c:9]1[nH:10][c:11]2[cH:12][cH:13][cH:14][cH:15][c:16]2[cH:17]1.[O:1]=[CH:2][C:3](=[O:4])[NH-:5].